This data is from the Open Reaction Database (ORD), a public repository of structured organic reaction records. The task is: describe an organic reaction: reactants, conditions, products, and yield Starting materials: CC1(OCC(CO1)C1=CC=C(OC2=NC=NC(=C2C)OC2CCN(CC2)C2=NC=CC=N2)C=C1)C (4-(4-(2,2-dimethyl-1,3-dioxan-5-yl)phenoxy)-5-methyl-6-(1-(pyrimidin-2-yl)piperidin-4-yloxy)pyrimidine). Solvent: CC(=O)C (acetone). Run at temperature 27 celsius, time 3 hour. Yields the product CC=1C(=NC=NC1OC1CCN(CC1)C1=NC=CC=N1)OC1=CC=C(C=C1)C(CO)CO (2-(4-(5-methyl-6-(1-(pyrimidin-2-yl)piperidin-4-yloxy)pyrimidin-4-yloxy)phenyl)propane-1,3-diol). Yield: 51.6%. As a reaction SMILES: CC1(C)[O:7][CH2:6][CH:5]([C:8]2[CH:34]=[CH:33][C:11]([O:12][C:13]3[C:18]([CH3:19])=[C:17]([O:20][CH:21]4[CH2:26][CH2:25][N:24]([C:27]5[N:32]=[CH:31][CH:30]=[CH:29][N:28]=5)[CH2:23][CH2:22]4)[N:16]=[CH:15][N:14]=3)=[CH:10][CH:9]=2)[CH2:4][O:3]1>CC(C)=O>[CH3:19][C:18]1[C:13]([O:12][C:11]2[CH:33]=[CH:34][C:8]([CH:5]([CH2:6][OH:7])[CH2:4][OH:3])=[CH:9][CH:10]=2)=[N:14][CH:15]=[N:16][C:17]=1[O:20][CH:21]1[CH2:26][CH2:25][N:24]([C:27]2[N:28]=[CH:29][CH:30]=[CH:31][N:32]=2)[CH2:23][CH2:22]1. Reported procedure: To a solution of 4-(4-(2,2-dimethyl-1,3-dioxan-5-yl)phenoxy)-5-methyl-6-(1-(pyrimidin-2-yl)piperidin-4-yloxy)pyrimidine (1.5 gm, 0.0031 moles) in acetone (20 ml) conc. HCl (2 ml) was added portion-wise and the reaction mixture was stirred for 3 hours at 27° C. The reaction mixture was concentrated and the residue was dissolved in ethyl acetate. The organic extract was successively washed with water & brine, dried over sodium sulfate and evaporated under reduced pressure to yield 700 mg product a... The reactants are O=C(CC(=O)OCc1ccccc1)OCc1ccccc1, O=CCCCCCN1C(=O)c2ccccc2C1=O, ClC(Cl)(Cl)Cl, [Cl-], [Cl-], [Cl-], [Cl-], C1CCOC1, O=S(=O)(O)O, [Ti+4], c1ccncc1. Yields the product O=C(OCc1ccccc1)C(=CCCCCCN1C(=O)c2ccccc2C1=O)C(=O)OCc1ccccc1. As a reaction SMILES: [C:19]([CH2:20][C:21](=[O:22])[O:23][CH2:24][c:25]1[cH:26][cH:27][cH:28][cH:29][cH:30]1)(=[O:31])[O:32][CH2:33][c:34]1[cH:35][cH:36][cH:37][cH:38][cH:39]1.[C:1]1(=[O:18])[c:2]2[c:3]([cH:14][cH:15][cH:16][cH:17]2)[C:4](=[O:13])[N:5]1[CH2:6][CH2:7][CH2:8][CH2:9][CH2:10][CH:11]=[O:12].[C:51]([Cl:52])([Cl:53])([Cl:54])[Cl:55].[Cl-:61].[Cl-:62].[Cl-:63].[Cl-:64].[O:56]1[CH2:57][CH2:58][CH2:59][CH2:60]1.[S:46](=[O:47])(=[O:48])([OH:49])[OH:50].[Ti+4:65].[cH:40]1[cH:41][cH:42][n:43][cH:44][cH:45]1>>[C:1]1(=[O:18])[c:2]2[c:3]([cH:14][cH:15][cH:16][cH:17]2)[C:4](=[O:13])[N:5]1[CH2:6][CH2:7][CH2:8][CH2:9][CH2:10][CH:11]=[C:20]([C:19](=[O:31])[O:32][CH2:33][c:34]1[cH:35][cH:36][cH:37][cH:38][cH:39]1)[C:21](=[O:22])[O:23][CH2:24][c:25]1[cH:26][cH:27][cH:28][cH:29][cH:30]1. Starting materials: BrC1=C(C=CC=C1)CC#N (2-bromophenylacetonitrile), CC1(OC(NC2=C1C=C(C=C2)B(O)O)=O)C ((1,4-dihydro-4,4-dimethyl-2-oxo-2H-3,1-benzoxazin-6-yl)boronic acid). The product is CC1(C2=C(NC(O1)=O)C=CC(=C2)C2=C(C=CC=C2)CC#N)C (2-(4,4-Dimethyl2-oxo-1,4-dihydro-2H-benzo[d][1,3]-oxazin-6-yl)phenylacetonitrile). Reaction SMILES: Br[C:2]1[CH:7]=[CH:6][CH:5]=[CH:4][C:3]=1[CH2:8][C:9]#[N:10].[CH3:11][C:12]1([CH3:26])[C:17]2[CH:18]=[C:19](B(O)O)[CH:20]=[CH:21][C:16]=2[NH:15][C:14](=[O:25])[O:13]1>>[CH3:11][C:12]1([CH3:26])[O:13][C:14](=[O:25])[NH:15][C:16]2[CH:21]=[CH:20][C:19]([C:2]3[CH:7]=[CH:6][CH:5]=[CH:4][C:3]=3[CH2:8][C:9]#[N:10])=[CH:18][C:17]1=2. Reported procedure: Prepared according to procedure B from 2-bromophenylacetonitrile and (1,4-dihydro-4,4-dimethyl-2-oxo-2H-3,1-benzoxazin-6-yl)boronic acid. White solid, mp 176-179° C.; 1H-NMR (DMSO-d6), δ 10.31 (s, 1H), 7.53 (m, 1H), 7.48 (m, 2H), 7.22-7.32 (m, 3H), 6.98 (d, 1H; J=8.0 Hz), 3.90 (s, 2H), 1.64 (s, 6H). MS(+)APCI [M+H]+m/z=293. Anal. Calc. For C18H16N2O2: C, 73.95; H, 5.52; N, 9.58. Found: C, 73.51; H, 5.70; N, 9.39. The reactants are P(=O)([O-])([O-])[O-] (phosphate), O1CCCC1 (tetrahydrofuran), C(C)#N (acetonitrile), [N+](=O)([O-])C1=CC=C(COC(=O)C=2N3C(C([C@H]3SC2)(Br)C(C2=NN3C(SCC3)=C2)OC(C)=O)=O)C=C1 ((5R)-6-[acetoxy-(2,3-dihydropyrazolo[5,1-b]thiazol-6-yl)methyl]-6-bromo-7-oxo-4-thia-1-azabicyclo[3.2.0]hept-2-ene-2-carboxylic acid p-nitrobenzyl ester). Reagents/catalysts: [Zn] (Zn). Run in C(C)(=O)OCC (ethyl acetate). Conditions: time 1.5 hour. Product: C(C)OC(=O)C=1C=NN2C1SCC2 (2,3-dihydropyrazolo[5,1-b]thiazol-7-carboxylic acid ethyl ester). The yield is 39.2%. As a reaction SMILES: P([O-])([O-])([O-])=[O:2].[O:6]1[CH2:10][CH2:9][CH2:8][CH2:7]1.C(#N)C.[N+](C1C=CC(COC(C2N3[C@H](SC=2)C(C(OC(=O)C)[C:34]2C=[C:37]4[S:38][CH2:39][CH2:40][N:36]4[N:35]=2)(Br)C3=O)=O)=CC=1)([O-])=O>[Zn].C(OCC)(=O)C>[CH2:10]([O:6][C:7]([C:8]1[CH:34]=[N:35][N:36]2[CH2:40][CH2:39][S:38][C:37]=12)=[O:2])[CH3:9]. Reported procedure: Freshly activated Zn dust (37.4 g) was added rapidly with 0.5 mol/l phosphate buffer (pH 6.5, 196 ml) to tetrahydrofuran (134 ml) and acetonitrile (62 ml) solution of (5R)-6-[acetoxy-(2,3-dihydropyrazolo[5,1-b]thiazol-6-yl)methyl]-6-bromo-7-oxo-4-thia-1-azabicyclo[3.2.0]hept-2-ene-2-carboxylic acid p-nitrobenzyl ester. The reaction vessel was covered with foil to exclude light. The reaction mixture was vigorously stirred for 1.5 hours at room temperature. The reaction mixture was cooled at 0° C.... Starting materials: Cl.ClC=1C=C(C=CC1)[C@H](CNCCNC=1C=C(C=CC1)C1=CC(=CC=C1)C(=O)OC)O (methyl 3′-[(2-{[(2R)-2-(3-chlorophenyl)-2-hydroxyethyl]amino}ethyl)amino][1,1′-biphenyl]-3-carboxylate hydrochloride), [OH-].[Na+] (sodium hydroxide), Cl (hydrochloric acid). Run in CO (methanol), O (water), CO (methanol). Product: Cl.ClC=1C=C(C=CC1)[C@H](CNCCNC=1C=C(C=CC1)C1=CC(=CC=C1)C(=O)O)O (3′-[(2-{[(2R)-2-(3-chlorophenyl)-2-hydroxyethyl]amino}ethyl)amino][1,1′-biphenyl]-3-carboxylic acid hydrochloride). Yield: 165.0%. Reaction SMILES: Cl.[Cl:2][C:3]1[CH:4]=[C:5]([C@@H:9]([OH:31])[CH2:10][NH:11][CH2:12][CH2:13][NH:14][C:15]2[CH:16]=[C:17]([C:21]3[CH:26]=[CH:25][CH:24]=[C:23]([C:27]([O:29]C)=[O:28])[CH:22]=3)[CH:18]=[CH:19][CH:20]=2)[CH:6]=[CH:7][CH:8]=1.[OH-].[Na+].Cl>O.CO>[ClH:2].[Cl:2][C:3]1[CH:4]=[C:5]([C@@H:9]([OH:31])[CH2:10][NH:11][CH2:12][CH2:13][NH:14][C:15]2[CH:16]=[C:17]([C:21]3[CH:26]=[CH:25][CH:24]=[C:23]([C:27]([OH:29])=[O:28])[CH:22]=3)[CH:18]=[CH:19][CH:20]=2)[CH:6]=[CH:7][CH:8]=1 |f:0.1,2.3,7.8|. Procedure: A suspension of methyl 3′-[(2-{[(2R)-2-(3-chlorophenyl)-2-hydroxyethyl]amino}ethyl)amino][1,1′-biphenyl]-3-carboxylate hydrochloride (10 g) and methanol (67 ml) at 40-50° C. is treated with 1.5N aqueous sodium hydroxide (60 ml) and held at this temperature for at least 1 hour. This solution is added to a solution of concentrated hydrochloric acid (10 ml) in water (20 ml) and methanol (33 ml) at 50° C. The resulting suspension is cooled to room temperature and filtered to give the title compound ... Reactants: CS(C)=O, ClCCl, [Na+], [Na+], O, COc1cc2nccc(OCCn3nc(-c4cccc(CNC(=O)OC(C)(C)C)c4)ccc3=O)c2cc1C(O)CO, O=S([O-])[O-]. Product: COc1cc2nccc(OCCn3nc(-c4cccc(CNC(=O)OC(C)(C)C)c4)ccc3=O)c2cc1C=O. Reaction SMILES: [CH3:42][S:43]([CH3:44])=[O:45].[Cl:53][CH2:54][Cl:55].[Na+:51].[Na+:52].[OH2:46].[OH:1][CH:2]([CH2:3][OH:4])[c:5]1[cH:6][c:7]2[c:8]([O:17][CH2:18][CH2:19][n:20]3[n:21][c:22](-[c:27]4[cH:28][c:29]([CH2:33][NH:34][C:35]([O:36][C:37]([CH3:38])([CH3:39])[CH3:40])=[O:41])[cH:30][cH:31][cH:32]4)[cH:23][cH:24][c:25]3=[O:26])[cH:9][cH:10][n:11][c:12]2[cH:13][c:14]1[O:15][CH3:16].[S:47]([O-:48])([O-:49])=[O:50]>>[O:1]=[CH:2][c:5]1[cH:6][c:7]2[c:8]([O:17][CH2:18][CH2:19][n:20]3[n:21][c:22](-[c:27]4[cH:28][c:29]([CH2:33][NH:34][C:35]([O:36][C:37]([CH3:38])([CH3:39])[CH3:40])=[O:41])[cH:30][cH:31][cH:32]4)[cH:23][cH:24][c:25]3=[O:26])[cH:9][cH:10][n:11][c:12]2[cH:13][c:14]1[O:15][CH3:16]. Reactants: BrC1=CC(=C(C=C1)C(C(=O)N)N1CCC2(CN(C(CO2)=O)C2CC2)CC1)F (2-(4-bromo-2-fluorophenyl)-2-(4-cyclopropyl-3-oxo-1-oxa-4,9-diazaspiro[5.5]undecan-9-yl)acetamide), ClC=1C=NC2=CC(=CC=C2C1)B1OC(C(O1)(C)C)(C)C.B(O)O (3-chloro-7-(4,4,5,5-tetramethyl-1,3,2-dioxaborolan-2-yl)quinoline boronic acid), C([O-])([O-])=O.[K+].[K+] (potassium carbonate). Reagents/catalysts: C1=CC=C(C=C1)P([C-]2C=CC=C2)C3=CC=CC=C3.C1=CC=C(C=C1)P([C-]2C=CC=C2)C3=CC=CC=C3.Cl[Pd]Cl.[Fe+2].C(Cl)Cl (PdCl2(dppf) CH2Cl2). Run in O1CCOCC1 (1,4-dioxane). The product is ClC=1C=NC2=CC(=CC=C2C1)C1=CC(=C(C=C1)C(C(=O)N)N1CCC2(CN(C(CO2)=O)C2CC2)CC1)F ((+)-2-(4-(3-chloroquinolin-7-yl)-2-fluorophenyl)-2-(4-cyclopropyl-3-oxo-1-oxa-4,9-diazaspiro[5.5]undecan-9-yl)acetamide). Isolated yield 4.0%. As a reaction SMILES: Br[C:2]1[CH:7]=[CH:6][C:5]([CH:8]([N:12]2[CH2:26][CH2:25][C:15]3([O:20][CH2:19][C:18](=[O:21])[N:17]([CH:22]4[CH2:24][CH2:23]4)[CH2:16]3)[CH2:14][CH2:13]2)[C:9]([NH2:11])=[O:10])=[C:4]([F:27])[CH:3]=1.[Cl:28][C:29]1[CH:30]=[N:31][C:32]2[C:37]([CH:38]=1)=[CH:36][CH:35]=[C:34](B1OC(C)(C)C(C)(C)O1)[CH:33]=2.B(O)O.C(=O)([O-])[O-].[K+].[K+]>O1CCOCC1.C1C=CC(P(C2C=CC=CC=2)[C-]2C=CC=C2)=CC=1.C1C=CC(P(C2C=CC=CC=2)[C-]2C=CC=C2)=CC=1.Cl[Pd]Cl.[Fe+2].C(Cl)Cl>[Cl:28][C:29]1[CH:30]=[N:31][C:32]2[C:37]([CH:38]=1)=[CH:36][CH:35]=[C:34]([C:2]1[CH:7]=[CH:6][C:5]([CH:8]([N:12]3[CH2:26][CH2:25][C:15]4([O:20][CH2:19][C:18](=[O:21])[N:17]([CH:22]5[CH2:24][CH2:23]5)[CH2:16]4)[CH2:14][CH2:13]3)[C:9]([NH2:11])=[O:10])=[C:4]([F:27])[CH:3]=1)[CH:33]=2 |f:1.2,3.4.5,7.8.9.10.11|. Procedure details: To a solution of 2-(4-bromo-2-fluorophenyl)-2-(4-cyclopropyl-3-oxo-1-oxa-4,9-diazaspiro[5.5]undecan-9-yl)acetamide (137 mg, 0.31 mmol), crude 3-chloro-7-(4,4,5,5-tetramethyl-1,3,2-dioxaborolan-2-yl)quinoline/boronic acid mixture (45.0 mg), and 2M aq potassium carbonate (0.17 mL, 0.342 mmol) in 1,4-dioxane (0.5 mL) was added PdCl2(dppf)-CH2Cl2 adduct (10.2 mg, 0.012 mmol). The reaction mixture was purged with nitrogen, sealed, and irradiated in the microwave at 110° C. for 25 min, at which point ...